Dataset: the Open Reaction Database (ORD), a public repository of structured organic reaction records. Task: describe an organic reaction: reactants, conditions, products, and yield Reactants: COC1=C(C=CC=C1)N1CCN(CC1)CC1(N=C(NC1=O)C=1C=NC=CC1)C (4-[4-(2-methoxyphenyl)piperazin-1-ylmethyl]-4-methyl-2-(3-pyridyl)-2-imidazolin-5-one), C1COCCOCCOCCOCCOCCO1 (18-Crown-6), C(C=C)Br (allyl bromide), [OH-].[K+] (potassium hydroxide). Run in O1CCCC1 (tetrahydrofuran). Run at time 120 hour. Product: C(C=C)N1C(=NC(C1=O)(C)CN1CCN(CC1)C1=C(C=CC=C1)OC)C=1C=NC=CC1 (1-allyl-4-[4-(2-methoxyphenyl)piperazin-1-ylmethyl]-4-methyl-2-(3-pyridyl)-2-imidazolin-5-one). Reaction SMILES: [CH3:1][O:2][C:3]1[CH:8]=[CH:7][CH:6]=[CH:5][C:4]=1[N:9]1[CH2:14][CH2:13][N:12]([CH2:15][C:16]2([CH3:28])[C:20](=[O:21])[NH:19][C:18]([C:22]3[CH:23]=[N:24][CH:25]=[CH:26][CH:27]=3)=[N:17]2)[CH2:11][CH2:10]1.[CH2:29](Br)[CH:30]=[CH2:31].[OH-].[K+].C1OCCOCCOCCOCCOCCOC1>O1CCCC1>[CH2:31]([N:19]1[C:20](=[O:21])[C:16]([CH2:15][N:12]2[CH2:13][CH2:14][N:9]([C:4]3[CH:5]=[CH:6][CH:7]=[CH:8][C:3]=3[O:2][CH3:1])[CH2:10][CH2:11]2)([CH3:28])[N:17]=[C:18]1[C:22]1[CH:23]=[N:24][CH:25]=[CH:26][CH:27]=1)[CH:30]=[CH2:29] |f:2.3|. Reported procedure: A mixture of 4-[4-(2-methoxyphenyl)piperazin-1-ylmethyl]-4-methyl-2-(3-pyridyl)-2-imidazolin-5-one (3.7 g; prepared in a similar manner to that described in Example 36), allyl bromide (1.05 ml), finely-powdered potassium hydroxide (0.79 g), 18-Crown-6 (0.26 g) and tetrahydrofuran (50 ml) was stirred at ambient temperature under nitrogen for 120 hours, then poured onto ice-water (30 ml). The product was extracted into ethyl acetate, the extracts were dried (MgSO4), and the solvent was removed in ... Reactants: CCOC(C)=O, O=Cc1ccccc1, N#CC(c1ccc(Cl)cc1)c1c(Cl)cc(NN)cc1Cl, [Mg+2], O=S(=O)([O-])[O-]. Product: N#CC(c1ccc(Cl)cc1)c1c(Cl)cc(NN=Cc2ccccc2)cc1Cl. As a reaction SMILES: [CH2:35]([O:36][C:37](=[O:38])[CH3:39])[CH3:40].[CH:21](=[O:22])[c:23]1[cH:24][cH:25][cH:26][cH:27][cH:28]1.[Cl:1][c:2]1[cH:3][cH:4][c:5]([CH:6]([C:7]#[N:8])[c:9]2[c:10]([Cl:18])[cH:11][c:12]([NH:16][NH2:17])[cH:13][c:14]2[Cl:15])[cH:19][cH:20]1.[Mg+2:29].[O-:30][S:31](=[O:32])(=[O:33])[O-:34]>>[Cl:1][c:2]1[cH:3][cH:4][c:5]([CH:6]([C:7]#[N:8])[c:9]2[c:10]([Cl:18])[cH:11][c:12]([NH:16][N:17]=[CH:21][c:23]3[cH:24][cH:25][cH:26][cH:27][cH:28]3)[cH:13][c:14]2[Cl:15])[cH:19][cH:20]1. Reactants: ClCCl, COc1cccc2c1CCC2NC(CCCO)c1nc(-c2ccccc2)c(-c2ccccc2)o1, O=S(Cl)Cl. Yields the product COc1cccc2c1CCC2N1CCCC1c1nc(-c2ccccc2)c(-c2ccccc2)o1. Reaction SMILES: [Cl:39][CH2:40][Cl:41].[OH:1][CH2:2][CH2:3][CH2:4][CH:5]([c:6]1[o:7][c:8](-[c:17]2[cH:18][cH:19][cH:20][cH:21][cH:22]2)[c:9](-[c:11]2[cH:12][cH:13][cH:14][cH:15][cH:16]2)[n:10]1)[NH:23][CH:24]1[CH2:25][CH2:26][c:27]2[c:28]([O:33][CH3:34])[cH:29][cH:30][cH:31][c:32]21.[S:35]([Cl:36])([Cl:37])=[O:38]>>[CH2:2]1[CH2:3][CH2:4][CH:5]([c:6]2[o:7][c:8](-[c:17]3[cH:18][cH:19][cH:20][cH:21][cH:22]3)[c:9](-[c:11]3[cH:12][cH:13][cH:14][cH:15][cH:16]3)[n:10]2)[N:23]1[CH:24]1[CH2:25][CH2:26][c:27]2[c:28]([O:33][CH3:34])[cH:29][cH:30][cH:31][c:32]21. Yields the product N1C=CC(C2=CC=CC=C12)=O (4(1H)-quinolone). Reactants: N1C=C(C(C2=CC=CC=C12)=O)C(=O)O (4(1H)-quinolone-3-carboxylic acid), C(=O)=O (CO2), C (charcoal). The solvent is C(C)O (ethanol). Procedure: The 4(1H)-quinolone-3-carboxylic acid (65.5 g) was stirred and heated in a flask set in a fluidised sand bath at 270° C., under nitrogen, until no more CO2 was evolved (about twenty minutes). The fused mass was allowed to cool and then dissolved in boiling ethanol (400 ml). The solution was treated with charcoal, and filtered. The filtrates were evaporated to dryness, the residue dissolved in boiling n-butanol (80 ml), the solution cooled, and an equal volume of diethyl ether then added. The cre... Reaction SMILES: [NH:1]1[C:10]2[C:5](=[CH:6][CH:7]=[CH:8][CH:9]=2)[C:4](=[O:11])[C:3](C(O)=O)=[CH:2]1.C(=O)=O.C>C(O)C>[NH:1]1[C:10]2[C:5](=[CH:6][CH:7]=[CH:8][CH:9]=2)[C:4](=[O:11])[CH:3]=[CH:2]1. Starting materials: ClC1=CC(=C(C=C1)C1N(C(C=2N(N=C(C21)C)CC)=O)C=2C=C(C=1N(C2)C(=NN1)C)C)F (4-(4-chloro-2-fluorophenyl)-5-(3,8-dimethyl-[1,2,4]triazolo[4,3-a]pyridin-6-yl)-1-ethyl-3-methyl-4,5-dihydropyrrolo[3,4-c]pyrazol-6(1H)-one), ClC1=CC=C(C=C1)C1N(C(C=2N(N=C(C21)C)C2CN(C2)C(=O)OC(C)(C)C)=O)C=2C=C(C=1N(C2)C(=NN1)C)C (tert-butyl 3-(4-(4-chlorophenyl)-5-(3,8-dimethyl-[1,2,4]triazolo[4,3-a]pyridin-6-yl)-3-methyl-6-oxo-5,6-dihydropyrrolo[3,4-c]pyrazol-1(4H)-yl)azetidine-1-carboxylate). Solvent: CC(C)O (iPrOH). The product is ClC1=CC(=C(C=C1)[C@H]1N(C(C=2N(N=C(C21)C)CC)=O)C=2C=C(C=1N(C2)C(=NN1)C)C)F ((S)-4-(4-chloro-2-fluorophenyl)-5-(3,8-dimethyl-[1,2,4]triazolo[4,3-a]pyridin-6-yl)-1-ethyl-3-methyl-4,5-dihydropyrrolo[3,4-c]pyrazol-6(1H)-one). Reaction SMILES: ClC1C=CC(C2C3C(C)=NN(C4CN(C(OC(C)(C)C)=O)C4)C=3C(=O)N2C2C=C(C)C3N(C(C)=NN=3)C=2)=CC=1.[Cl:40][C:41]1[CH:46]=[CH:45][C:44]([CH:47]2[C:54]3[C:53]([CH3:55])=[N:52][N:51]([CH2:56][CH3:57])[C:50]=3[C:49](=[O:58])[N:48]2[C:59]2[CH:60]=[C:61]([CH3:69])[C:62]3[N:63]([C:65]([CH3:68])=[N:66][N:67]=3)[CH:64]=2)=[C:43]([F:70])[CH:42]=1>CC(O)C>[Cl:40][C:41]1[CH:46]=[CH:45][C:44]([C@@H:47]2[C:54]3[C:53]([CH3:55])=[N:52][N:51]([CH2:56][CH3:57])[C:50]=3[C:49](=[O:58])[N:48]2[C:59]2[CH:60]=[C:61]([CH3:69])[C:62]3[N:63]([C:65]([CH3:68])=[N:66][N:67]=3)[CH:64]=2)=[C:43]([F:70])[CH:42]=1. Procedure: The title compound (52 mg, 47% yield) was obtained enantiomerically pure (>99% ee) after chiral preparative chromatography (system: MGII preparative SFC; column: Chiralpak AD-H, 30×250 mm; mobile phase: scCO2/iPrOH 60:40; flow: 50 mL/min; temperature: 38° C.; detection UV: 220 nm) of the racemic mixture of 4-(4-chloro-2-fluorophenyl)-5-(3,8-dimethyl-[1,2,4]triazolo[4,3-a]pyridin-6-yl)-1-ethyl-3-methyl-4,5-dihydropyrrolo[3,4-c]pyrazol-6(1H)-one (Example 185). The reactants are O=C([O-])[O-], COS(=O)(=O)OC, CC(C)=O, O=Cc1cccc(F)c1O, [K+], [K+]. Yields the product COc1c(F)cccc1C=O. Reaction SMILES: [C:11](=[O:12])([O-:13])[O-:14].[CH3:17][O:18][S:19]([O:20][CH3:21])(=[O:22])=[O:23].[CH3:24][C:25](=[O:26])[CH3:27].[F:1][c:2]1[c:3]([OH:10])[c:4]([CH:5]=[O:6])[cH:7][cH:8][cH:9]1.[K+:15].[K+:16]>>[F:1][c:2]1[c:3]([O:10][CH3:11])[c:4]([CH:5]=[O:6])[cH:7][cH:8][cH:9]1. The reactants are ClC=1C(=CC(=C(C(=O)O)C1)OC)OC (5-chloro-2,4-dimethoxybenzoic acid), S(=O)(Cl)Cl (thionyl chloride). The solvent is ClCCl (dichloromethane). The product is ClC=1C(=CC(=C(C(=O)Cl)C1)OC)OC (5-Chloro-2,4-dimethoxybenzoyl Chloride). RXN SMILES: [Cl:1][C:2]1[C:3]([O:13][CH3:14])=[CH:4][C:5]([O:11][CH3:12])=[C:6]([CH:10]=1)[C:7](O)=[O:8].S(Cl)([Cl:17])=O>ClCCl>[Cl:1][C:2]1[C:3]([O:13][CH3:14])=[CH:4][C:5]([O:11][CH3:12])=[C:6]([CH:10]=1)[C:7]([Cl:17])=[O:8]. Procedure: A solution of 5-chloro-2,4-dimethoxybenzoic acid (6.4 g) in dichloromethane (250 ml) was treated with thionyl chloride (30 ml) and the mixture heated at reflux for 18h. Removal of volatile material in vacuo afforded the title compound as a white solid (6.6 g). Reactants: C(OCC[Si](C)(C)C)(OC1=CC=C(C=C1)[N+](=O)[O-])=O (2-(trimethylsilyl)ethyl 4-nitrophenyl carbonate), C(C)(C)N(C(C)C)CC (N,N-diisopropylethylamine), OC1CCNCC1 (4-hydroxypiperidine). Run in C1CCOC1 (THF). Conditions: time 1 hour. Yields the product OC1CCN(CC1)C(=O)OCC[Si](C)(C)C (2-Trimethylsilanylethyl 4-hydroxypiperidine-1-carboxylate). As a reaction SMILES: [OH:1][CH:2]1[CH2:7][CH2:6][NH:5][CH2:4][CH2:3]1.[C:8](=O)([O:16]C1C=CC([N+]([O-])=O)=CC=1)[O:9][CH2:10][CH2:11][Si:12]([CH3:15])([CH3:14])[CH3:13].C(N(CC)C(C)C)(C)C>C1COCC1>[OH:1][CH:2]1[CH2:7][CH2:6][N:5]([C:8]([O:9][CH2:10][CH2:11][Si:12]([CH3:15])([CH3:14])[CH3:13])=[O:16])[CH2:4][CH2:3]1. Procedure details: 6.9 g of 4-hydroxypiperidine were dissolved in 150 ml of THF. 19.4 g of 2-(trimethylsilyl)ethyl 4-nitrophenyl carbonate and 11.9 ml of N,N-diisopropylethylamine were successively added thereto. The mixture was stirred at room temperature for 1 h and then the solvent was removed in vacuo. The residue was taken up in 400 ml of ethyl acetate and washed once with 200 ml of 0.5 N HCl and twice with 200 ml of 1 N NaOH each time. The organic phase was dried with MgSO4, the solvent was removed in vacuo,...